Dataset: the Open Reaction Database (ORD), a public repository of structured organic reaction records. Task: describe an organic reaction: reactants, conditions, products, and yield Reactants: [H-].[Na+] (sodium hydride), O=C1NC2=CC(=CC=C2C1)C#N (2-oxoindoline-6-carbonitrile), ClC1=CC=C(C=N1)S(=O)(=O)N1CCN(CC1)C(=O)OC(C)(C)C (tert-butyl 4-[(6-chloropyridin-3-yl)sulfonyl]piperazine-1-carboxylate), Cl (HCl), C(C)OCC (diethyl ether). Solvent: CO (Methanol), CN1C(CCC1)=O (1-methyl-2-pyrrolidinone). Run at time 5 minute. Product: Cl.OC=1NC2=CC(=CC=C2C1C1=NC=C(C=C1)S(=O)(=O)N1CCNCC1)C#N (2-Hydroxy-3-[5-(piperazine-1-sulfonyl)pyridin-2-yl]-1H-indole-6-carbonitrile hydrochloride). The yield is 99.6%. As a reaction SMILES: [H-].[Na+].[O:3]=[C:4]1[CH2:12][C:11]2[C:6](=[CH:7][C:8]([C:13]#[N:14])=[CH:9][CH:10]=2)[NH:5]1.[Cl:15][C:16]1[N:21]=[CH:20][C:19]([S:22]([N:25]2[CH2:30][CH2:29][N:28](C(OC(C)(C)C)=O)[CH2:27][CH2:26]2)(=[O:24])=[O:23])=[CH:18][CH:17]=1.Cl.C(OCC)C>CN1CCCC1=O.CO>[ClH:15].[OH:3][C:4]1[NH:5][C:6]2[C:11]([C:12]=1[C:16]1[CH:17]=[CH:18][C:19]([S:22]([N:25]3[CH2:26][CH2:27][NH:28][CH2:29][CH2:30]3)(=[O:24])=[O:23])=[CH:20][N:21]=1)=[CH:10][CH:9]=[C:8]([C:13]#[N:14])[CH:7]=2 |f:0.1,8.9|. Procedure details: To a suspension of sodium hydride (97%, 0.024 g, 1.0 mmol) in 1-methyl-2-pyrrolidinone (2 mL) was added 2-oxoindoline-6-carbonitrile (0.119 g, 0.75 mmol). The formed mixture was stirred for 5 min at room temperature and tert-butyl 4-[(6-chloropyridin-3-yl)sulfonyl]piperazine-1-carboxylate (0.181 g, 0.5 mmol) was added. The resulting reaction mixture was set under an N2 atmosphere and stirred for 1 h at 90° C. Methanol (0.5 mL) was added to the mixture and the solvents were removed in vacuo. The ... Reactants: N(=[N+]=[N-])CC=1C=CC=C2C=CC=NC12 (8-(azidomethyl)quinoline). The reagents and catalysts are [Pd] (Pd). Solvent: CCOC(=O)C (EtOAc), CCOC(=O)C (EtOAc). Conditions: time 19 hour. The product is NCC=1C=CC=C2C=CC=NC12 (8-(aminomethyl)quinoline). RXN SMILES: [N:1]([CH2:4][C:5]1[CH:6]=[CH:7][CH:8]=[C:9]2[C:14]=1[N:13]=[CH:12][CH:11]=[CH:10]2)=[N+]=[N-]>CCOC(C)=O.[Pd]>[NH2:1][CH2:4][C:5]1[CH:6]=[CH:7][CH:8]=[C:9]2[C:14]=1[N:13]=[CH:12][CH:11]=[CH:10]2. Procedure details: To a solution of 0.8432 g (4.58 mmol) 21 in 20 mL EtOAc was added 0.0880 g Pd (10% on C). After 19 h under H2 at atmospheric pressure, the reaction mixture was diluted with 25 mL EtOAc and filtered over celite. The celite was washed with 150 mL EtOAc, and the combined organics were dried over Na2SO4, filtered and concentrated in vacuo. Purification by flash chromatography (40×140 mm silica gel, linear gradient 5-15% (10% NH4OH:MeOH):CH2Cl2) gave 22. 1H NMR (CDCl3, 400 MHz) δ 8.936 (dd, 1H, J=1.7... The reactants are C, COc1cc(C=CC(=O)NC2CCC(C)CC2)ccc1OCC(=O)O, CO, [Pd]. Product: COc1cc(CCC(=O)NC2CCC(C)CC2)ccc1OCC(=O)O. Reaction SMILES: [C:26].[CH3:1][CH:2]1[CH2:3][CH2:4][CH:5]([NH:8][C:9]([CH:10]=[CH:11][c:12]2[cH:13][c:14]([O:23][CH3:24])[c:15]([O:18][CH2:19][C:20](=[O:21])[OH:22])[cH:16][cH:17]2)=[O:25])[CH2:6][CH2:7]1.[CH3:28][OH:29].[Pd:27]>>[CH3:1][CH:2]1[CH2:3][CH2:4][CH:5]([NH:8][C:9]([CH2:10][CH2:11][c:12]2[cH:13][c:14]([O:23][CH3:24])[c:15]([O:18][CH2:19][C:20](=[O:21])[OH:22])[cH:16][cH:17]2)=[O:25])[CH2:6][CH2:7]1. Starting materials: BrCC=1C(=C(C(=O)OC)C=CC1S(=O)(=O)C)Cl (methyl 3-bromomethyl-2-chloro-4-methanesulfonylbenzoate), C(C)(=O)[O-].[Na+] (sodium acetate), ice water. Run in CN(C)C=O (DMF). Run at temperature 100 celsius, time 2 hour. Yields the product C(C)(=O)OCC=1C(=C(C(=O)OC)C=CC1S(=O)(=O)C)Cl (Methyl 3-acetoxymethyl-2-chloro-4-methanesulfonylbenzoate). Yield: 89.5%. As a reaction SMILES: Br[CH2:2][C:3]1[C:4]([Cl:17])=[C:5]([CH:10]=[CH:11][C:12]=1[S:13]([CH3:16])(=[O:15])=[O:14])[C:6]([O:8][CH3:9])=[O:7].[C:18]([O-:21])(=[O:20])[CH3:19].[Na+]>CN(C=O)C>[C:18]([O:21][CH2:2][C:3]1[C:4]([Cl:17])=[C:5]([CH:10]=[CH:11][C:12]=1[S:13]([CH3:16])(=[O:15])=[O:14])[C:6]([O:8][CH3:9])=[O:7])(=[O:20])[CH3:19] |f:1.2|. Procedure: 50 ml of a DMF solution containing 5.0 g of methyl 3-bromomethyl-2-chloro-4-methanesulfonylbenzoate and 1.2 g of sodium acetate, was stirred for 2 hours at 100° C. After cooling, the reaction mixture was poured into ice water and extracted with chloroform. After washing the extract with water and drying it, the solvent was distilled off to obtain 4.2 g of the desired product. Melting point: 165°-168° C. The reactants are ClC1=NC(=C(C(=O)OC)C(=C1)C#N)C=1C=NN(C1)C (methyl 6-chloro-4-cyano-2-(1-methyl-1H-pyrazol-4-yl)nicotinate), NC[C@H](COC)NC(OC(C)(C)C)=O ((R)-tert-butyl 1-amino-3-methoxypropan-2-ylcarbamate), CCN(C(C)C)C(C)C (DIPEA). Run in CN(C)C=O (DMF), CCOC(=O)C (EtOAc). Conditions: temperature 45 celsius, time 12 hour. Product: C(C)(C)(C)OC(=O)N[C@H](CNC1=NC(=C(C(=O)OC)C(=C1)C#N)C=1C=NN(C1)C)COC ((R)-Methyl 6-(2-(tert-butoxycarbonylamino)-3-methoxypropylamino)-4-cyano-2-(1-methyl-1H-pyrazol-4-yl)nicotinate), residue. Isolated yield 20.0%. As a reaction SMILES: Cl[C:2]1[CH:11]=[C:10]([C:12]#[N:13])[C:5]([C:6]([O:8][CH3:9])=[O:7])=[C:4]([C:14]2[CH:15]=[N:16][N:17]([CH3:19])[CH:18]=2)[N:3]=1.[NH2:20][CH2:21][C@@H:22]([NH:26][C:27](=[O:33])[O:28][C:29]([CH3:32])([CH3:31])[CH3:30])[CH2:23][O:24][CH3:25].CCN(C(C)C)C(C)C>CN(C=O)C.CCOC(C)=O>[C:29]([O:28][C:27]([NH:26][C@@H:22]([CH2:23][O:24][CH3:25])[CH2:21][NH:20][C:2]1[CH:11]=[C:10]([C:12]#[N:13])[C:5]([C:6]([O:8][CH3:9])=[O:7])=[C:4]([C:14]2[CH:15]=[N:16][N:17]([CH3:19])[CH:18]=2)[N:3]=1)=[O:33])([CH3:32])([CH3:31])[CH3:30]. Procedure: To a screw-top vial was added methyl 6-chloro-4-cyano-2-(1-methyl-1H-pyrazol-4-yl)nicotinate (115 mg, 0.416 mmol), (R)-tert-butyl 1-amino-3-methoxypropan-2-ylcarbamate (93 mg, 0.457 mmol), and DIPEA (87 μL, 0.499 mmol) in DMF (308 μL). The resulting yellow solution was stirred for 12 h at 45° C. and then at 50° C. for 6 h. The reaction mixture was diluted with EtOAc (20 mL) and was washed with water (10 mL) and brine (20 mL). The organic layer was collected and dried over Na2SO4 and was concentr... Reactants: C(O)C(CC)(CO)CO (Trimethylolpropane), C1=CN(C=N1)C(=O)N2C=CN=C2 (CDI), [OH-].[K+] (KOH), CIH-HEAP-HEAP-OH, C1(=CC=CC=C1)C (toluene). Reaction conditions: temperature 55 celsius, time 3 hour. Product: CC(C)CC(CC(C)C)O (2,6-Dimethyl-4-heptanol). RXN SMILES: [CH:1]1N=CN(C(N2C=NC=C2)=O)C=1.[OH-].[K+].C([C:17]([CH2:22][OH:23])(CO)[CH2:18][CH3:19])O.[C:24]1([CH3:30])[CH:29]=CC=C[CH:25]=1>>[CH3:25][CH:24]([CH2:30][CH:22]([OH:23])[CH2:17][CH:18]([CH3:19])[CH3:1])[CH3:29] |f:1.2|. Procedure details: CDI (0.55 g, 3.4 mmol) and KOH (0.1 g, 1.8 mmol) were added to a solution of CIH-HEAP-HEAP-OH (4 g, 3.33 mmol) (as prepared in Example 2(b)) in toluene 50 ml. The reaction mixture was heated to 50-60° C. under nitrogen or 5 hours. Trimethylolpropane (0.15 g, 1.11 mmol) was added and the mixture was stirred for a further 3 hours. The reaction mixture was allowed to cool overnight. The crystallised solid was removed by filtration and the filtrate concentrated in vacuo. The residue was dissolved in... The reactants are ClC1=NC=NC2=C(C=CC=C12)Cl (4,8-dichloroquinazoline), NC1=CC=CC=C1 (aniline). The solvent is C(C)O (ethanol). The product is N(C1=CC=CC=C1)C1=NC=NC2=C(C=CC=C12)Cl (4-Anilino-8-chloroquinazoline). Yield: 49.3%. As a reaction SMILES: Cl[C:2]1[C:11]2[C:6](=[C:7]([Cl:12])[CH:8]=[CH:9][CH:10]=2)[N:5]=[CH:4][N:3]=1.[NH2:13][C:14]1[CH:19]=[CH:18][CH:17]=[CH:16][CH:15]=1>C(O)C>[NH:13]([C:2]1[C:11]2[C:6](=[C:7]([Cl:12])[CH:8]=[CH:9][CH:10]=2)[N:5]=[CH:4][N:3]=1)[C:14]1[CH:19]=[CH:18][CH:17]=[CH:16][CH:15]=1. Procedure details: 15 ml of ethanol were added to a mixture of 3.0 g of 4,8-dichloroquinazoline and 1.9 g of aniline, and then the mixture was heated. The reagents dissolved and immediately solidified. After cooling, the solidified product was collected, washed with ethanol and then recrystallized from ethanol to give 1.9 g (yield 48%) of the desired Compound No. 13 in the form of colourless crystals having a melting point of 206° C. (with decomposition). Starting materials: C1CCOC1, CC1CC1C(=O)O, Cc1ccccc1, CCOC(C)=O, [Cl-], O=C(Cl)C(=O)Cl, ClCCl, Cc1c(-c2ccc(O)cc2)nsc1N, CN(C)C=O, c1ccncc1. Yields the product Cc1c(-c2ccc(O)cc2)nsc1NC(=O)C1CC1C. As a reaction SMILES: [CH2:45]1[O:46][CH2:47][CH2:48][CH2:49]1.[CH3:10][CH:11]1[CH:12]([C:14](=[O:15])[OH:16])[CH2:13]1.[CH3:38][c:39]1[cH:40][cH:41][cH:42][cH:43][cH:44]1.[CH3:50][CH2:51][O:52][C:53]([CH3:54])=[O:55].[Cl-:17].[Cl:1][C:2]([C:3]([Cl:4])=[O:5])=[O:6].[Cl:7][CH2:8][Cl:9].[NH2:18][c:19]1[c:20]([CH3:31])[c:21](-[c:24]2[cH:25][cH:26][c:27]([OH:30])[cH:28][cH:29]2)[n:22][s:23]1.[O:56]=[CH:57][N:58]([CH3:59])[CH3:60].[cH:32]1[cH:33][cH:34][n:35][cH:36][cH:37]1>>[CH3:10][CH:11]1[CH:12]([C:14](=[O:16])[NH:18][c:19]2[c:20]([CH3:31])[c:21](-[c:24]3[cH:25][cH:26][c:27]([OH:30])[cH:28][cH:29]3)[n:22][s:23]2)[CH2:13]1. Reactants: C1(=CC=CC=C1)SC1=CC=C(N)C=C1 (4-(phenylthio)aniline), ClN1CN=CC2=C1C=NC(=C2)Cl (1,6-dichloropyrido[3,4-d]pyrimidine). Yields the product Cl.ClC1=CC2=C(N=CN=C2NC2=CC=C(C=C2)SC2=CC=CC=C2)C=N1 (6-Chloro-4-(4-phenylthioanilino)pyrido[3,4-d]pyrimidine hydochloride). As a reaction SMILES: [C:1]1([S:7][C:8]2[CH:14]=[CH:13][C:11]([NH2:12])=[CH:10][CH:9]=2)[CH:6]=[CH:5][CH:4]=[CH:3][CH:2]=1.[Cl:15][N:16]1[C:21]2[CH:22]=[N:23][C:24]([Cl:26])=[CH:25][C:20]=2[CH:19]=[N:18][CH2:17]1>>[ClH:15].[Cl:26][C:24]1[N:23]=[CH:22][C:21]2[N:16]=[CH:17][N:18]=[C:19]([NH:12][C:11]3[CH:13]=[CH:14][C:8]([S:7][C:1]4[CH:2]=[CH:3][CH:4]=[CH:5][CH:6]=4)=[CH:9][CH:10]=3)[C:20]=2[CH:25]=1 |f:2.3|. Reported procedure: Prepared according to Procedure A from 4-(phenylthio)aniline (commercially available from Salor) and 1,6-dichloropyrido[3,4-d]pyrimidine; δH [2H6]-DMSO 8.94 (1H,s), 8.85 (1H,s), 8.25 (1H,s), 7.96 (2H,d), 7.24-7.49 (7H,m); m/z (M+1)+365. Starting materials: F[B-](F)(F)F, CCOC(=O)C(=CC=C(C(=S)OCC)N(C)C)c1ccccc1, CCOC(=O)C(=CC=[N+](C)C)N(C)C, CCO, CCOC(=O)CSc1ccc2ccccc2c1. Yields the product CCOC(=O)C(=CC=C(C(=O)OCC)N(C)C)Sc1ccc2ccccc2c1. Reaction SMILES: [B-:24]([F:25])([F:26])([F:27])[F:28].[CH3:1][N:2]([CH3:3])[C:4](=[CH:5][CH:6]=[C:7]([c:8]1[cH:9][cH:10][cH:11][cH:12][cH:13]1)[C:14]([O:15][CH2:16][CH3:17])=[O:18])[C:19]([O:20][CH2:21][CH3:22])=[S:23].[CH3:29][N:30]([C:31](=[CH:32][CH:33]=[N+:34]([CH3:35])[CH3:36])[C:37](=[O:38])[O:39][CH2:40][CH3:41])[CH3:42].[CH3:60][CH2:61][OH:62].[cH:43]1[c:44]([S:53][CH2:54][C:55](=[O:56])[O:57][CH2:58][CH3:59])[cH:45][cH:46][c:47]2[cH:48][cH:49][cH:50][cH:51][c:52]12>>[CH3:29][N:30]([C:31](=[CH:32][CH:33]=[C:54]([S:53][c:44]1[cH:43][c:52]2[c:47]([cH:46][cH:45]1)[cH:48][cH:49][cH:50][cH:51]2)[C:55](=[O:56])[O:57][CH2:58][CH3:59])[C:37](=[O:38])[O:39][CH2:40][CH3:41])[CH3:42].